From a dataset of the Open Reaction Database (ORD), a public repository of structured organic reaction records. describe an organic reaction: reactants, conditions, products, and yield Starting materials: N1=C(C=CC=C1)COC1=CC(NC=C1)=O (4-(pyridin-2-ylmethoxy)-1H-pyridin-2-one), C(C)(C)(C)OC(=O)N1CC2=CC(=CC=C2CC1)CCOS(=O)(=O)C1=CC=C(C=C1)C (7-[2-(toluene-4-sulfonyloxy)-ethyl]-3,4-dihydro-1H-isoquinoline-2-carboxylic acid tert-butyl ester). The product is C(C)(C)(C)OC(=O)N1CC2=CC(=CC=C2CC1)CCN1C(C=C(C=C1)OCC1=NC=CC=C1)=O (7-{2-[2-Oxo-4-(pyridin-2-ylmethoxy)-2H-pyridin-1-yl]-ethyl}-3,4-dihydro-1H-isoquinoline-2-carboxylic acid tert-butyl ester). Reaction SMILES: [N:1]1[CH:6]=[CH:5][CH:4]=[CH:3][C:2]=1[CH2:7][O:8][C:9]1[CH:14]=[CH:13][NH:12][C:11](=[O:15])[CH:10]=1.[C:16]([O:20][C:21]([N:23]1[CH2:32][CH2:31][C:30]2[C:25](=[CH:26][C:27]([CH2:33][CH2:34]OS(C3C=CC(C)=CC=3)(=O)=O)=[CH:28][CH:29]=2)[CH2:24]1)=[O:22])([CH3:19])([CH3:18])[CH3:17]>>[C:16]([O:20][C:21]([N:23]1[CH2:32][CH2:31][C:30]2[C:25](=[CH:26][C:27]([CH2:33][CH2:34][N:12]3[CH:13]=[CH:14][C:9]([O:8][CH2:7][C:2]4[CH:3]=[CH:4][CH:5]=[CH:6][N:1]=4)=[CH:10][C:11]3=[O:15])=[CH:28][CH:29]=2)[CH2:24]1)=[O:22])([CH3:19])([CH3:18])[CH3:17]. Procedure details: 7-{2-[2-Oxo-4-(pyridin-2-ylmethoxy)-2H-pyridin-1-yl]-ethyl}-3,4-dihydro-1H-isoquinoline-2-carboxylic acid tert-butyl ester is prepared following example 24.1 from 530 mg (2.23 mmol) 4-(pyridin-2-ylmethoxy)-1H-pyridin-2-one (preparation 22.4) and 1.06 g (2.45 mmol) 7-[2-(toluene-4-sulfonyloxy)-ethyl]-3,4-dihydro-1H-isoquinoline-2-carboxylic acid tert-butyl ester (preparation 7). The reactants are CC(=O)CC (methylethylketone), C(C)O (ethanol), N[C@@H](C)C(=O)O (alanine). Reagents/catalysts: [Pd] (Pd on carbon). Run in O (water), O (water). Yields the product C(C)(CC)N[C@@H](C)C(=O)O (N-sec. Butyl Alanine). As a reaction SMILES: [NH2:1][C@H:2]([C:4]([OH:6])=[O:5])[CH3:3].[CH3:7][C:8]([CH2:10][CH3:11])=O.C(O)C>O.[Pd]>[CH:8]([NH:1][C@H:2]([C:4]([OH:6])=[O:5])[CH3:3])([CH2:10][CH3:11])[CH3:7]. Procedure details: 356 g of alanine (4 mols) is dissolved in 1.5 liters of deionized water and put into a 1-gallon autoclave. 25 g of 10% Pd on carbon, wet with water, 423 g of methylethylketone (5.85 mols) and 250 ml of ethanol are added. The autoclave is closed and hydrogenation is carried out at 90°-105° C. and 63.3-77.3 kg/cm2. A pressure drop corresponding to 83.3 kg/cm2 is observed in the course of 4 hours. The autoclave is allowed to cool overnight. Starting materials: CN(C)C(=[N+](C)C)ON1C2=C(C=CC=C2)N=N1.[B-](F)(F)(F)F (TBTU), NC1=C(SC=2N=C(N=C(C21)C2=CC(=CC=C2)N)C)C(=S)O (5-amino-4-(3-aminophenyl)-2-methylthio-thieno[2,3-d]pyrimidine-6-carboxylic acid), CCN(C(C)C)C(C)C (DIPEA), C(C)(C)(C)N (tert-butylamine). The solvent is C(Cl)Cl.CN(C)C=O (DCM DMF), C(Cl)Cl (DCM). Conditions: time 3 hour. Yields the product C(C)(C)(C)NC(=S)C1=C(C2=C(N=C(N=C2C2=CC(=CC=C2)N)C)S1)N (tert-Butyl 5-amino-4-(3-aminophenyl)-2-methylthio-thieno[2,3-d]pyrimidine-6-carboxamide). RXN SMILES: CN(C(ON1N=NC2C=CC=CC1=2)=[N+](C)C)C.[B-](F)(F)(F)F.[NH2:23][C:24]1[C:32]2[C:31]([C:33]3[CH:38]=[CH:37][CH:36]=[C:35]([NH2:39])[CH:34]=3)=[N:30][C:29]([CH3:40])=[N:28][C:27]=2[S:26][C:25]=1[C:41](O)=[S:42].CCN(C(C)C)C(C)C.[C:53]([NH2:57])([CH3:56])([CH3:55])[CH3:54]>C(Cl)Cl.CN(C=O)C.C(Cl)Cl>[C:53]([NH:57][C:41]([C:25]1[S:26][C:27]2[N:28]=[C:29]([CH3:40])[N:30]=[C:31]([C:33]3[CH:38]=[CH:37][CH:36]=[C:35]([NH2:39])[CH:34]=3)[C:32]=2[C:24]=1[NH2:23])=[S:42])([CH3:56])([CH3:55])[CH3:54] |f:0.1,5.6|. Procedure details: TBTU (16.1 g) was added to a solution of 5-amino-4-(3-aminophenyl)-2-methylthio-thieno[2,3-d]pyrimidine-6-carboxylic acid (example 1(f), 14.0 g), DIPEA (17.4 ml) and tert-butylamine (7.3 g) in DCM/DMF (1/1, v/v, 250 ml). After 3 h at room temperature, the mixture was diluted with DCM (50 ml), washed with sat. aq. NaHCO3 (3×100 ml), 0.1 N aq. HCl (100 ml) and water (100 ml). The organic layer was concentrated under reduced pressure. The crude product was purified by crystallisation from warm abs. Reactants: Cl.N(N)C1=CC=C(C=C1)S(=O)(=O)NC1=CC=C(C=C1)OCC (4-hydrazino-N-(4-ethoxyphenyl)benzenesulphonamide hydrochloride), C(C)OC(C(CC)N1C(C=2C(C1=O)=CC=CC2)=O)OCC (phthalimidobutyraldehyde diethyl acetal), C(C)(=O)OCC (ethyl acetate), C([O-])([O-])=O.[Na+].[Na+] (sodium carbonate). Run in C(C)(=O)O (acetic acid). Conditions: time 1 hour. The product is O=C1N(C(C2=CC=CC=C12)=O)CCCC=NNC1=CC=C(C=C1)S(=O)(=O)NC1=CC=C(C=C1)OCC (4[2-[4-(1,3-Dihydro-1,3-dioxo-2H-isoindol-2-yl)butylidene]hydrazino]-N-(4-ethoxyphenyl)benzenesulphonamide). Reaction SMILES: Cl.[NH:2]([C:4]1[CH:9]=[CH:8][C:7]([S:10]([NH:13][C:14]2[CH:19]=[CH:18][C:17]([O:20][CH2:21][CH3:22])=[CH:16][CH:15]=2)(=[O:12])=[O:11])=[CH:6][CH:5]=1)[NH2:3].C(OC(OCC)[CH:27]([N:30]1[C:34](=[O:35])[C:33]2=[CH:36][CH:37]=[CH:38][CH:39]=[C:32]2[C:31]1=[O:40])[CH2:28][CH3:29])C.[C:44](=O)([O-])[O-].[Na+].[Na+].C(OCC)(=O)C>C(O)(=O)C>[O:35]=[C:34]1[C:33]2[C:32](=[CH:39][CH:38]=[CH:37][CH:36]=2)[C:31](=[O:40])[N:30]1[CH2:27][CH2:28][CH2:29][CH:44]=[N:3][NH:2][C:4]1[CH:9]=[CH:8][C:7]([S:10]([NH:13][C:14]2[CH:19]=[CH:18][C:17]([O:20][CH2:21][CH3:22])=[CH:16][CH:15]=2)(=[O:12])=[O:11])=[CH:6][CH:5]=1 |f:0.1,3.4.5|. Reported procedure: A solution of 4-hydrazino-N-(4-ethoxyphenyl)benzenesulphonamide hydrochloride (1.2 g) in 25% aqueous acetic acid (100 ml) was added to phthalimidobutyraldehyde diethyl acetal (1 g). The resulting suspension was stirred at room temperature for 1 h, basified (sodium carbonate) and extracted with ethyl acetate (2×100 ml). The combined organic extracts were dried and evaporated in vacuo to give a solid which gave the title compound (1.5 g) on trituration with ethyl acetate, m.p. 156°-158°. The reactants are C([O-])([O-])=O.[Na+].[Na+] (sodium carbonate), ClCCl (dichloromethane), ClC=1C=C2C(=CNC2=CC1)CCNC(C1=CC=C(C=C1)CCl)=O (N-(2-(5-chloro-1H-indol-3-yl)ethyl)-4-(chloromethyl)benzamide), FC1=C(C=CC=C1OC)B(O)O (2-fluoro-3-methoxyphenylboronic acid), [I-].[Na+] (sodium iodide). The reagents and catalysts are C1=CC=C(C=C1)P([C-]2C=CC=C2)C3=CC=CC=C3.C1=CC=C(C=C1)P([C-]2C=CC=C2)C3=CC=CC=C3.Cl[Pd]Cl.[Fe+2] ([1,1′-bis(diphenylphosphino)ferrocene]palladium(II) chloride). Run in O (water), C(OC)COC (dimethoxyethane). Product: eluent, ClC=1C=C2C(=CNC2=CC1)CCNC(C1=CC=C(C=C1)CC1=C(C(=CC=C1)OC)F)=O (N-(2-(5-Chloro-1H-indol-3-yl)ethyl)-4-(2-fluoro-3-methoxybenzyl)benzamide). Yield: 33.8%. As a reaction SMILES: [Cl:1][C:2]1[CH:3]=[C:4]2[C:8](=[CH:9][CH:10]=1)[NH:7][CH:6]=[C:5]2[CH2:11][CH2:12][NH:13][C:14](=[O:23])[C:15]1[CH:20]=[CH:19][C:18]([CH2:21]Cl)=[CH:17][CH:16]=1.[F:24][C:25]1[C:30]([O:31][CH3:32])=[CH:29][CH:28]=[CH:27][C:26]=1B(O)O.ClCCl.C(=O)([O-])[O-].[Na+].[Na+].[I-].[Na+]>C(COC)OC.O.C1C=CC(P(C2C=CC=CC=2)[C-]2C=CC=C2)=CC=1.C1C=CC(P(C2C=CC=CC=2)[C-]2C=CC=C2)=CC=1.Cl[Pd]Cl.[Fe+2]>[Cl:1][C:2]1[CH:3]=[C:4]2[C:8](=[CH:9][CH:10]=1)[NH:7][CH:6]=[C:5]2[CH2:11][CH2:12][NH:13][C:14](=[O:23])[C:15]1[CH:20]=[CH:19][C:18]([CH2:21][C:26]2[CH:27]=[CH:28][CH:29]=[C:30]([O:31][CH3:32])[C:25]=2[F:24])=[CH:17][CH:16]=1 |f:3.4.5,6.7,10.11.12.13|. Procedure details: N-(2-(5-Chloro-1H-indol-3-yl)ethyl)-4-(2-fluoro-3-methoxybenzyl)benzamide was prepared according to method B with N-(2-(5-chloro-1H-indol-3-yl)ethyl)-4-(chloromethyl)benzamide (0.080 g; 0.230 mmol), 2-fluoro-3-methoxyphenylboronic acid (0.041 g; 0.241 mmol), [1,1′-bis(diphenylphosphino)ferrocene]palladium(II) chloride, complex with dichloromethane (0.018 g; 0.023 mmol), sodium carbonate (0.049 g; 0.461 mmol), sodium iodide (0.069 g; 0.461 mmol), in dimethoxyethane (3 mL) and water (1 mL), irradi...